describe an organic reaction: reactants, conditions, products, and yield From a dataset of the Open Reaction Database (ORD), a public repository of structured organic reaction records. The reactants are CCS(=O)(=O)Cl, Cc1c(Oc2ccc(Cl)cc2)c2cc(NS(C)(=O)=O)ccc2n1CC(=O)O. Product: CCS(=O)(=O)Nc1ccc2c(c1)c(Oc1ccc(Cl)cc1)c(C)n2CC(=O)O. RXN SMILES: [CH2:1]([CH3:2])[S:3](=[O:4])(=[O:5])[Cl:6].[Cl:7][c:8]1[cH:9][cH:10][c:11]([O:12][c:13]2[c:14]([CH3:31])[n:15]([CH2:27][C:28](=[O:29])[OH:30])[c:16]3[cH:17][cH:18][c:19]([NH:22][S:23]([CH3:24])(=[O:25])=[O:26])[cH:20][c:21]23)[cH:32][cH:33]1>>[CH2:1]([CH3:2])[S:3](=[O:4])(=[O:5])[NH:22][c:19]1[cH:18][cH:17][c:16]2[n:15]([CH2:27][C:28](=[O:29])[OH:30])[c:14]([CH3:31])[c:13]([O:12][c:11]3[cH:10][cH:9][c:8]([Cl:7])[cH:33][cH:32]3)[c:21]2[cH:20]1. Starting materials: [N+](=O)([O-])C1=CC=C(C=C1)CCN(C(OC(C)(C)C)=O)CC=O (tert-Butyl [2-(4-nitrophenyl)ethyl](2-oxoethyl)carbamate), Cl.NCC(=O)OCC (ethyl aminoacetate hydrochloride), C(#N)[BH3-].[Na+] (sodium cyanoborohydride), C(C)(=O)O (acetic acid). Run in CO (MeOH), CCOC(=O)C (EtOAc). Conditions: time 16 hour. Product: C(C)(C)(C)OC(=O)N(CCNCC(=O)OCC)CCC1=CC=C(C=C1)[N+](=O)[O-] (Ethyl [(2-{(tert-butoxycarbonyl)[2-(4-nitrophenyl)ethyl]amino}ethyl)amino]acetate). As a reaction SMILES: [N+:1]([C:4]1[CH:9]=[CH:8][C:7]([CH2:10][CH2:11][N:12]([CH2:20][CH:21]=O)[C:13](=[O:19])[O:14][C:15]([CH3:18])([CH3:17])[CH3:16])=[CH:6][CH:5]=1)([O-:3])=[O:2].Cl.[NH2:24][CH2:25][C:26]([O:28][CH2:29][CH3:30])=[O:27].C([BH3-])#N.[Na+].C(O)(=O)C>CO.CCOC(C)=O>[C:15]([O:14][C:13]([N:12]([CH2:11][CH2:10][C:7]1[CH:6]=[CH:5][C:4]([N+:1]([O-:3])=[O:2])=[CH:9][CH:8]=1)[CH2:20][CH2:21][NH:24][CH2:25][C:26]([O:28][CH2:29][CH3:30])=[O:27])=[O:19])([CH3:16])([CH3:17])[CH3:18] |f:1.2,3.4|. Procedure: To a solution of tert-Butyl [2-(4-nitrophenyl)ethyl](2-oxoethyl)carbamate (0.95 g, 3.1 mmol) in MeOH (20 mL) was added ethyl aminoacetate hydrochloride (480 mg, 3.4 mmol), sodium cyanoborohydride (590 mg, 9.3 mmol) and a drop of acetic acid. The mixture was allowed to stir at RT for 16 hours. LC showed good reaction. The reaction was diluted with EtOAc, washed with aqueous sodium carbonate, dried over sodium sulfate, and purified by silica gel chromatography to furnish the title compound. LC-MS ... The reactants are CCOC(=O)c1nn(-c2ccccc2)cc1-c1ccc(N)cc1, COS(=O)(=O)OC, [Cl-], [Cl-], Cl, O=N[O-], [Na+], [Na+], [OH-], O, [Zn+2]. Yields the product CCOC(=O)c1nn(-c2ccccc2)cc1-c1ccc(OC)cc1. As a reaction SMILES: [CH2:1]([CH3:2])[O:3][C:4](=[O:5])[c:6]1[n:7][n:8](-[c:18]2[cH:19][cH:20][cH:21][cH:22][cH:23]2)[cH:9][c:10]1-[c:11]1[cH:12][cH:13][c:14]([NH2:17])[cH:15][cH:16]1.[CH3:31][O:32][S:33]([O:34][CH3:35])(=[O:36])=[O:37].[Cl-:38].[Cl-:40].[ClH:24].[N:25]([O-:26])=[O:27].[Na+:28].[Na+:30].[OH-:29].[OH2:41].[Zn+2:39]>>[CH2:1]([CH3:2])[O:3][C:4](=[O:5])[c:6]1[n:7][n:8](-[c:18]2[cH:19][cH:20][cH:21][cH:22][cH:23]2)[cH:9][c:10]1-[c:11]1[cH:12][cH:13][c:14]([O:32][CH3:31])[cH:15][cH:16]1. The reactants are C(C1=CC=CC=C1)N1N=C(N=N1)C1(CCCC1)CN1CCC(CC1)CNC(=O)N1C(C2(C3=CC=CC=C13)CCCC2)=O (N-[(1-{[1-(2-Benzyl-2H-tetrazol-5-yl)cyclopentyl]methyl}piperidin-4-yl)methyl]-2′-oxospiro[cyclopentane-1,3′-indole]-1′(2′H)-carboxamide). Reagents/catalysts: [OH-].[Pd+2].[OH-] (palladium hydroxide). The solvent is CO (methanol). Conditions: time 8 hour. The product is O=C1N(C2=CC=CC=C2C12CCCC2)C(=O)NCC2CCN(CC2)CC2(CCCC2)C=2N=NNN2 (2′-Oxo-N-[(1-{[1-(2H-tetrazol-5-yl)cyclopentyl]methyl}piperidin-4-yl)methyl]spiro[cyclopentane-1,3′-indole]-1′(2′H)-carboxamide). Isolated yield 79.8%. RXN SMILES: C([N:8]1[N:12]=[N:11][C:10]([C:13]2([CH2:18][N:19]3[CH2:24][CH2:23][CH:22]([CH2:25][NH:26][C:27]([N:29]4[C:37]5[C:32](=[CH:33][CH:34]=[CH:35][CH:36]=5)[C:31]5([CH2:41][CH2:40][CH2:39][CH2:38]5)[C:30]4=[O:42])=[O:28])[CH2:21][CH2:20]3)[CH2:17][CH2:16][CH2:15][CH2:14]2)=[N:9]1)C1C=CC=CC=1>CO.[OH-].[Pd+2].[OH-]>[O:42]=[C:30]1[C:31]2([CH2:38][CH2:39][CH2:40][CH2:41]2)[C:32]2[C:37](=[CH:36][CH:35]=[CH:34][CH:33]=2)[N:29]1[C:27]([NH:26][CH2:25][CH:22]1[CH2:23][CH2:24][N:19]([CH2:18][C:13]2([C:10]3[N:9]=[N:8][NH:12][N:11]=3)[CH2:14][CH2:15][CH2:16][CH2:17]2)[CH2:20][CH2:21]1)=[O:28] |f:2.3.4|. Procedure: A mixture of N-[(1-{[1-(2-benzyl-2H-tetrazol-5-yl)cyclopentyl]methyl}piperidin-4-yl)methyl]-2′-oxospiro[cyclopentane-1,3′-indole]-1′(2′H)-carboxamide (120 mg, 0.21 mmol, step 6 of Example 14) and palladium hydroxide (20 mg, 20 wt. % palladium on carbon) in methanol (10 mL) was stirred for 8 h under H2 atmosphere. The mixture was filtered through a pad of Celite, and washed with methanol and the filtrate was concentrated to give a clear colorless oil. The residue was chromatographed on a column o... Starting materials: FC(CCCCCCOC1(CC=C(S(=O)(=O)[O-])C=C1)C)(C(C(C(F)(F)F)(F)F)(F)F)F (4-(7,7,8,8,9,9,10,10,10-nonafluoro-decyloxy)-tosylate), FC1=C(C=CC(=C1F)OCCCCC(C(C(C(F)(F)F)(F)F)(F)F)(F)F)I (2,3-Difluoro-1-iodo-4-(5,5,6,6,7,7,8,8,8-nonafluoro-octyloxy)-benzene). The product is FC1=C(C=CC(=C1F)OCCCCCCC(C(C(C(F)(F)F)(F)F)(F)F)(F)F)I (2,3-Difluoro-1-iodo-4-(7,7,8,8,9,9,10,10,10-nonafluoro-decyloxy)-benzene). Yield: 89.0%. As a reaction SMILES: FC(F)(C(F)(F)[C:22]([F:28])([F:27])[C:23]([F:26])([F:25])[F:24])CCCCCCOC1(C)C=CC(S([O-])(=O)=O)=CC1.[F:32][C:33]1[C:38]([F:39])=[C:37]([O:40][CH2:41][CH2:42][CH2:43][CH2:44][C:45](F)(F)[C:46](F)(F)[C:47]([F:53])([F:52])[C:48]([F:51])([F:50])F)[CH:36]=[CH:35][C:34]=1[I:58]>>[F:32][C:33]1[C:38]([F:39])=[C:37]([O:40][CH2:41][CH2:42][CH2:43][CH2:44][CH2:45][CH2:46][C:47]([F:52])([F:53])[C:48]([F:50])([F:51])[C:22]([F:28])([F:27])[C:23]([F:26])([F:25])[F:24])[CH:36]=[CH:35][C:34]=1[I:58]. Procedure: 2,3-Difluoro-1-iodo-4-(7,7,8,8,9,9,10,10,10-nonafluoro-decyloxy)-benzene (10B) was prepared from 4-(7,7,8,8,9,9,10,10,10-nonafluoro-decyloxy)-tosylate (9B), prepared as described in [Sakaigawa], as described in the preparation of 2,3-difluoro-1-iodo-4-(5,5,6,6,7,7,8,8,8-nonafluoro-octyloxy)-benzene (10A) yielding 2,3-difluoro-1-iodo-4-(7,7,8,8,9,9,10,10,10-nonafluoro-decyloxy)-benzene (10B) as a colorless oil (89%). Reactants: S([O-])(O)=O.[Na+] (sodium bisulfite), Cl (hydrochloric acid), [Mn](=O)(=O)(=O)[O-].[K+] (potassium permanganate), C(C1=CC=CC=C1)(C1=CC=CC=C1)(C1=CC=CC=C1)OCCCC=O (4-trityloxy-butanal), Cl (hydrochloric acid). Run in CC(=O)C (acetone), O (water). Reaction conditions: time 3 hour. The product is C(C1=CC=CC=C1)(C1=CC=CC=C1)(C1=CC=CC=C1)OCCCC(=O)O (4-trityloxy-butyric acid). Isolated yield 78.1%. RXN SMILES: [C:1]([O:20][CH2:21][CH2:22][CH2:23][CH:24]=[O:25])([C:14]1[CH:19]=[CH:18][CH:17]=[CH:16][CH:15]=1)([C:8]1[CH:13]=[CH:12][CH:11]=[CH:10][CH:9]=1)[C:2]1[CH:7]=[CH:6][CH:5]=[CH:4][CH:3]=1.[Mn]([O-])(=O)(=O)=[O:27].[K+].Cl.S(=O)(O)[O-].[Na+]>CC(C)=O.O>[C:1]([O:20][CH2:21][CH2:22][CH2:23][C:24]([OH:27])=[O:25])([C:8]1[CH:13]=[CH:12][CH:11]=[CH:10][CH:9]=1)([C:14]1[CH:15]=[CH:16][CH:17]=[CH:18][CH:19]=1)[C:2]1[CH:7]=[CH:6][CH:5]=[CH:4][CH:3]=1 |f:1.2,4.5|. Reported procedure: To a stirred mixture of 56.2 g of 4-trityloxy-butanal in 430 ml of acetone and 170 ml of water were added portionwise over 1.5 h 27.0 g of potassium permanganate, the temperature of the mixture being maintained at 20° to 25° C. Stirring was continued for 3 h, and then, the pH of the mixture was set to 5 by addition of 22 ml of 3N hydrochloric acid. Over 30 min, 300 ml of 38% sodium bisulfite solution were added dropwise at a reaction temperature of 20° to 30° C. The pH was lowered to 2 by additi... Starting materials: C(C)(C)(C)OC(N[C@@H]1C(N([C@@H](C1)C)CC(C=CC=1C=NC(=NC1)C)O)=O)=O ({1-[2-Hydroxy-4-(2-methyl-pyrimidin-5-yl)-but-3-enyl]-5(R)-methyl-2-oxo-pyrrolidin-3(S)-yl}-carbamic Acid Tert-butyl Ester), C(CC)(=O)O (propionic acid), C(C)C(C([O-])([O-])[O-])(CC)CC (triethylorthoacetate). Solvent: C(C)(=O)OCC (ethyl acetate). The product is C(C)OC(C[C@H](C=CCN1C([C@H](C[C@H]1C)NC(=O)OC(C)(C)C)=O)C=1C=NC(=NC1)C)=O (6-(3(S)-tert-Butoxycarbonylamino-5(R)-methyl-2-oxo-pyrrolidin-1-yl)-3(R)-(2-methyl-pyrimidin-5-yl)-hex-4-enoic Acid Ethyl Ester). RXN SMILES: [C:1]([O:5][C:6](=[O:27])[NH:7][C@H:8]1[CH2:12][C@@H:11]([CH3:13])[N:10]([CH2:14][CH:15](O)[CH:16]=[CH:17][C:18]2[CH:19]=[N:20][C:21]([CH3:24])=[N:22][CH:23]=2)[C:9]1=[O:26])([CH3:4])([CH3:3])[CH3:2].[C:28]([OH:32])(=[O:31])[CH2:29]C.[CH2:33](C(CC)(CC)C([O-])([O-])[O-])[CH3:34]>C(OCC)(=O)C>[CH2:33]([O:32][C:28](=[O:31])[CH2:29][C@@H:17]([C:18]1[CH:19]=[N:20][C:21]([CH3:24])=[N:22][CH:23]=1)[CH:16]=[CH:15][CH2:14][N:10]1[C@H:11]([CH3:13])[CH2:12][C@H:8]([NH:7][C:6]([O:5][C:1]([CH3:4])([CH3:3])[CH3:2])=[O:27])[C:9]1=[O:26])[CH3:34]. Procedure: A stirred solution of 5-2 (300 mg) and propionic acid (5 mg) in triethylorthoacetate (6 mL) was heated at 140° C. for 3 hours, then cooled to ambient temperature. The mixture was diluted with ethyl acetate, washed with saturated aqueous sodium hydrogen carbonate, saturated aqueous sodium chloride, dried over magnesium sulfate, and filtered. Following evaporative removal of the solvent, the residue was purified by flash column chromatography (silica gel, 9:1 ethyl acetate/methanol) to give 5-3 as...